From a dataset of the Open Reaction Database (ORD), a public repository of structured organic reaction records. describe an organic reaction: reactants, conditions, products, and yield Starting materials: Cl (hydrogen chloride), solution 2, ClC1=CC=NC2=CC(=C(C=C12)OC)OCCN1N=CN=C1 (4-chloro-6-methoxy-7-(2-([1,2,4]-triazol-1-yl)ethoxy)quinoline), ClC1=CC(=C(N)C=C1)F (4-chloro-2-fluoroaniline). Run in C(C)(C)O (isopropanol), CN(C)C=O (DMF). Reaction conditions: temperature 150 celsius. The product is Cl.ClC1=CC(=C(NC2=CC=NC3=CC(=C(C=C23)OC)OCCN2N=CN=C2)C=C1)F (4-(4-chloro-2-fluoroanilino)-6-methoxy-7-(2-([1,2,4]-triazol-1-yl)ethoxy)quinoline hydrochloride). Isolated yield 20.2%. Reaction SMILES: [Cl:1][C:2]1[C:11]2[C:6](=[CH:7][C:8]([O:14][CH2:15][CH2:16][N:17]3[CH:21]=[N:20][CH:19]=[N:18]3)=[C:9]([O:12][CH3:13])[CH:10]=2)[N:5]=[CH:4][CH:3]=1.[Cl:22][C:23]1[CH:29]=[CH:28][C:26]([NH2:27])=[C:25]([F:30])[CH:24]=1.Cl>CN(C=O)C.C(O)(C)C>[ClH:1].[Cl:22][C:23]1[CH:29]=[CH:28][C:26]([NH:27][C:2]2[C:11]3[C:6](=[CH:7][C:8]([O:14][CH2:15][CH2:16][N:17]4[CH:21]=[N:20][CH:19]=[N:18]4)=[C:9]([O:12][CH3:13])[CH:10]=3)[N:5]=[CH:4][CH:3]=2)=[C:25]([F:30])[CH:24]=1 |f:5.6|. Procedure: A solution 2 4-chloro-6-methoxy-7-(2-([1,2,4]-triazol-1-yl)ethoxy)quinoline (203 mg, 0.66 mmol), (prepared as described for the starting material in Example 38), and 4-chloro-2-fluoroaniline (74 μl, 0.66 mmol) in DMF (10 ml) containing 5M hydrogen chloride in isopropanol (0.4 ml) was heated at 150° C. for 8 hours. The volatiles were removed by evaporation and the residue was partitioned between water and methylene chloride. The aqueous layer was adjusted to pH9 with I M sodium hydroxide. The org... The reactants are CCCC[N+](CCCC)(CCCC)CCCC, CCOC(=O)C=C1CC(C)C(C)C1, C1CCOC1, CCOC(C)=O, [F-], C[N+](=O)[O-]. The product is CCOC(=O)CC1(C[N+](=O)[O-])CC(C)C(C)C1. RXN SMILES: [CH2:15]([N+:16]([CH2:17][CH2:18][CH2:19][CH3:20])([CH2:21][CH2:22][CH2:23][CH3:24])[CH2:25][CH2:26][CH2:27][CH3:28])[CH2:29][CH2:30][CH3:31].[CH2:1]([CH3:2])[O:3][C:4]([CH:5]=[C:6]1[CH2:7][CH:8]([CH3:12])[CH:9]([CH3:11])[CH2:10]1)=[O:13].[CH2:36]1[O:37][CH2:38][CH2:39][CH2:40]1.[CH3:41][CH2:42][O:43][C:44](=[O:45])[CH3:46].[F-:14].[N+:32](=[O:33])([O-:34])[CH3:35]>>[CH2:1]([CH3:2])[O:3][C:4]([CH2:5][C:6]1([CH2:35][N+:32](=[O:33])[O-:34])[CH2:7][CH:8]([CH3:12])[CH:9]([CH3:11])[CH2:10]1)=[O:13]. The reactants are [Li+].[OH-] (LiOH), C([O-])([O-])=O.[Cs+].[Cs+] (Cesium carbonate), C(C1=CC=CC=C1)[C@@H]1N(C(OC1)=O)C(C[C@H](C1NOC=C1)C1=CC=C(C=C1)O)=O ((S)-4-Benzyl-3-((S)-3-(4-hydroxyphenyl)-3-(dihydroisoxazol-3-yl)propanoyl)oxazolidin-2-one), Cl.C(CCC)C1=CC=C(C=C1)C=1SC(=C(N1)C)CCl (2-(4-butylphenyl)-5-(chloromethyl)-4-methylthiazole hydrochloride). The solvent is O (water), CS(=O)C (DMSO). Conditions: time 3 hour. The product is C(CCC)C1=CC=C(C=C1)C=1SC(=C(N1)C)COC1=CC=C(C=C1)[C@H](CC(=O)O)C1=NOCC1 ((S)-3-(4-((2-(4-Butylphenyl)-4-methylthiazol-5-yl)methoxy)phenyl)-3-(4,5-dihydroisoxazol-3-yl)propanoic acid). Yield: 80.0%. RXN SMILES: [C:1](=[O:4])([O-])[O-:2].[Cs+].[Cs+].C([C@H]1COC(=O)N1C(=O)[CH2:21][C@@H:22]([C:28]1[CH:33]=[CH:32][C:31]([OH:34])=[CH:30][CH:29]=1)[CH:23]1[CH:27]=[CH:26][O:25][NH:24]1)C1C=CC=CC=1.Cl.[CH2:37]([C:41]1[CH:46]=[CH:45][C:44]([C:47]2[S:48][C:49]([CH2:53]Cl)=[C:50]([CH3:52])[N:51]=2)=[CH:43][CH:42]=1)[CH2:38][CH2:39][CH3:40].[Li+].[OH-]>CS(C)=O.O>[CH2:37]([C:41]1[CH:42]=[CH:43][C:44]([C:47]2[S:48][C:49]([CH2:53][O:34][C:31]3[CH:30]=[CH:29][C:28]([C@@H:22]([C:23]4[CH2:27][CH2:26][O:25][N:24]=4)[CH2:21][C:1]([OH:2])=[O:4])=[CH:33][CH:32]=3)=[C:50]([CH3:52])[N:51]=2)=[CH:45][CH:46]=1)[CH2:38][CH2:39][CH3:40] |f:0.1.2,4.5,6.7|. Procedure: Cesium carbonate (64 mg, 0.2 mmol) was added to a mixture of 9.2 (6.1 mg, 0.015 mmol) and 2-(4-butylphenyl)-5-(chloromethyl)-4-methylthiazole hydrochloride (14.1) (6 mg, 0.018 mmol) in DMSO (0.5 mL). The mixture was stirred at room temperature for 3 hours. To the reaction mixture was added LiOH in water (0.5 mL, 1 N solution), and the mixture was stirred at 50° C. for 3 hours. The mixture was filtered and purified by reverse phase HPLC to give 14 (6 mg, 0.012 mmol) after lyophilization. MS ESI (... Starting materials: C(C)C1=C(C=C(C=O)C=C1)C1=CC=C(C=C1)OC (4-ethyl-3-(4-methoxyphenyl)benzaldehyde), C[C@H](C1=CC=CC=C1)N ((R)-α-methylbenzylamine). Product: C1(=CC=CC=C1)[C@@H](C)NCC1=CC(=C(C=C1)CC)C1=CC=C(C=C1)OC (((1R)-1-phenylethyl){[4-ethyl-3-(4-methoxyphenyl)phenyl]methyl}amine). Reaction SMILES: [CH2:1]([C:3]1[CH:10]=[CH:9][C:6]([CH:7]=O)=[CH:5][C:4]=1[C:11]1[CH:16]=[CH:15][C:14]([O:17][CH3:18])=[CH:13][CH:12]=1)[CH3:2].[CH3:19][C@@H:20]([NH2:27])[C:21]1[CH:26]=[CH:25][CH:24]=[CH:23][CH:22]=1>>[C:21]1([C@H:20]([NH:27][CH2:7][C:6]2[CH:9]=[CH:10][C:3]([CH2:1][CH3:2])=[C:4]([C:11]3[CH:16]=[CH:15][C:14]([O:17][CH3:18])=[CH:13][CH:12]=3)[CH:5]=2)[CH3:19])[CH:26]=[CH:25][CH:24]=[CH:23][CH:22]=1. Reported procedure: The title compound (0.2 g, white solid as HCl salt) was prepared from 4-ethyl-3-(4-methoxyphenyl)benzaldehyde (0.5 g) and (R)-α-methylbenzylamine (0.265 mL) analogously to Example 66, step 3. Reactants: CN(C)C1=CC2=C(N=CNC2=O)C=N1 (6-(N,N-Dimethylamino)-3H-pyrido[3,4-d]pyrimidin-4-one), P(=O)(Cl)(Cl)Cl (phosphorous oxychloride). Solvent: C(C)N(CC)CC (triethylamine). Yields the product ClC=1C2=C(N=CN1)C=NC(=C2)N(C)C (4-Chloro-6-(N,N-dimethylamino)-pyrido[3,4-d]pyrimidine). Yield: 33.0%. RXN SMILES: [CH3:1][N:2]([C:4]1[N:14]=[CH:13][C:7]2[N:8]=[CH:9][NH:10][C:11](=O)[C:6]=2[CH:5]=1)[CH3:3].P(Cl)(Cl)([Cl:17])=O>C(N(CC)CC)C>[Cl:17][C:11]1[C:6]2[CH:5]=[C:4]([N:2]([CH3:3])[CH3:1])[N:14]=[CH:13][C:7]=2[N:8]=[CH:9][N:10]=1. Procedure details: 6-(N,N-Dimethylamino)-3H-pyrido[3,4-d]pyrimidin-4-one (1.0 g, 5.25 mmol) was heated at reflux with phosphorous oxychloride (8.5 ml) and triethylamine (5.3 ml) for 3 hours. The mixture was concentrated in vacuo, azeotroping with toluene twice. The residue was partitioned between ethyl acetate and aqueous sodium hydrogen carbonate (8%), the layers separated, and the aqueous extracted once more with ethyl acetate. The combined organics were washed with water and brine, dried (sodium sulphate), and ... The reactants are COc1ccc(P2(=S)SP(=S)(c3ccc(OC)cc3)S2)cc1, Cc1ccccc1, CC(C(=O)O)c1ccc(CC2CSCC2=O)cc1. Product: CC(C(O)=S)c1ccc(CC2CSCC2=O)cc1. RXN SMILES: [CH3:19][O:20][c:21]1[cH:22][cH:23][c:24]([P:25]2(=[S:28])[S:26][P:27]([c:29]3[cH:30][cH:31][c:32]([O:33][CH3:34])[cH:35][cH:36]3)(=[S:37])[S:38]2)[cH:39][cH:40]1.[CH3:41][c:42]1[cH:43][cH:44][cH:45][cH:46][cH:47]1.[O:1]=[C:2]1[CH:3]([CH2:7][c:8]2[cH:9][cH:10][c:11]([CH:14]([C:15](=[O:16])[OH:17])[CH3:18])[cH:12][cH:13]2)[CH2:4][S:5][CH2:6]1>>[O:1]=[C:2]1[CH:3]([CH2:7][c:8]2[cH:9][cH:10][c:11]([CH:14]([C:15]([OH:16])=[S:28])[CH3:18])[cH:12][cH:13]2)[CH2:4][S:5][CH2:6]1.